From a dataset of the Open Reaction Database (ORD), a public repository of structured organic reaction records. describe an organic reaction: reactants, conditions, products, and yield RXN SMILES: [C:1]([NH:4][C:5]1[C:10]2[C:11](=[O:16])[CH2:12][CH2:13][CH2:14][CH2:15][C:9]=2[CH:8]=[CH:7][CH:6]=1)(=[O:3])[CH3:2].[C:17]([NH:20]C1C=CC=C2C=1C(=O)CCC2)(=[O:19])[CH3:18]>>[C:1]([NH:4][C:5]1[C:10]2[C:11](=[O:16])[CH:12]([NH:20][C:17](=[O:19])[CH3:18])[CH2:13][CH2:14][CH2:15][C:9]=2[CH:8]=[CH:7][CH:6]=1)(=[O:3])[CH3:2]. The reactants are compound, C(C)(=O)NC1=CC=CC2=C1C(CCCC2)=O (1-Acetylamino-6,7,8,9-tetrahydro-5H-benzocycloheptene-9-one), C(C)(=O)NC=1C=CC=C2CCCC(C12)=O (8-acetylamino-1-tetralone). Reported procedure: The reaction was carried out in the same manner as in Example 1-(2), except that 270 mg of the compound prepared in (2) above was used instead of 8-acetylamino-1-tetralone of Example 1-(2). The reaction mixture obtained by the post-treatment was further reacted in the same manner as in Example 1-(3) and post-treated to produce 126 mg of the title compound. Product: C(C)(=O)NC1=CC=CC2=C1C(C(CCC2)NC(C)=O)=O (1,8-Diacetylamino-6,7,8,9-tetrahydro-5H-benzocycloheptene-9-one). Reactants: O=C(Cl)c1ccccc1, CCNC(=O)Nc1ccc(-c2nc3c(c(N4CCOCC4)n2)CNC3)cc1. RXN SMILES: [C:28]([c:29]1[cH:30][cH:31][cH:32][cH:33][cH:34]1)(=[O:35])[Cl:36].[CH2:1]([CH3:2])[NH:3][C:4](=[O:5])[NH:6][c:7]1[cH:8][cH:9][c:10](-[c:13]2[n:14][c:15]([N:22]3[CH2:23][CH2:24][O:25][CH2:26][CH2:27]3)[c:16]3[c:17]([n:18]2)[CH2:19][NH:20][CH2:21]3)[cH:11][cH:12]1>>[CH2:1]([CH3:2])[NH:3][C:4](=[O:5])[NH:6][c:7]1[cH:8][cH:9][c:10](-[c:13]2[n:14][c:15]([N:22]3[CH2:23][CH2:24][O:25][CH2:26][CH2:27]3)[c:16]3[c:17]([n:18]2)[CH2:19][N:20]([C:28]([c:29]2[cH:30][cH:31][cH:32][cH:33][cH:34]2)=[O:35])[CH2:21]3)[cH:11][cH:12]1. Product: CCNC(=O)Nc1ccc(-c2nc3c(c(N4CCOCC4)n2)CN(C(=O)c2ccccc2)C3)cc1.